describe an organic reaction: reactants, conditions, products, and yield From a dataset of the Open Reaction Database (ORD), a public repository of structured organic reaction records. Starting materials: CN(C1=CC=C(C=C1)N=NC=1SC=CN1)C (N,N-dimethyl-4-[1,3-thiazol-2-yldiazenyl]aniline), C1CCCOS1(=O)=O (butane sultone). Run in O1CCCC1 (tetrahydrofuran). Yields the product CN(C1=CC=C(C=C1)N=NC=1SC=C[N+]1CCCCS(=O)(=O)[O-])C (4-(2-{[4-(dimethylamino)phenyl]diazenyl}-1,3-thiazol-3-ium-3-yl)-1-butanesulfonate). Yield: 87.0%. Reaction SMILES: [CH3:1][N:2]([CH3:16])[C:3]1[CH:8]=[CH:7][C:6]([N:9]=[N:10][C:11]2[S:12][CH:13]=[CH:14][N:15]=2)=[CH:5][CH:4]=1.[CH2:17]1[S:22](=[O:24])(=[O:23])[O:21][CH2:20][CH2:19][CH2:18]1>O1CCCC1>[CH3:1][N:2]([CH3:16])[C:3]1[CH:4]=[CH:5][C:6]([N:9]=[N:10][C:11]2[S:12][CH:13]=[CH:14][N+:15]=2[CH2:20][CH2:19][CH2:18][CH2:17][S:22]([O-:24])(=[O:23])=[O:21])=[CH:7][CH:8]=1. Procedure: 8.5 g (36.6 mmol) of N,N-dimethyl-4-[1,3-thiazol-2-yldiazenyl]aniline are heated with 85 ml of butane sultone at 110° C. for 6 hours. After cooling, 200 ml of tetrahydrofuran are added to the reaction mixture and the precipitated product is filtered off, washed with acetone and dried. The dye is recrystallized with methanol/ethyl acetate. 11.8 g (87% of theory) of 4-(2-{[4-(dimethylamino)phenyl]diazenyl}-1,3-thiazol-3-ium-3-yl)-1-butanesulfonate are obtained as a dark blue power.